Dataset: the Open Reaction Database (ORD), a public repository of structured organic reaction records. Task: describe an organic reaction: reactants, conditions, products, and yield Starting materials: [Br-], C[Mg+], CC(C)C(=O)COc1ccc(Cl)cc1, Cl. Product: CC(C)C(C)(O)COc1ccc(Cl)cc1. RXN SMILES: [Br-:1].[CH3:2][Mg+:3].[CH:4]([CH3:5])([CH3:6])[C:7](=[O:8])[CH2:9][O:10][c:11]1[cH:12][cH:13][c:14]([Cl:17])[cH:15][cH:16]1.[ClH:18]>>[CH3:2][C:7]([CH:4]([CH3:5])[CH3:6])([OH:8])[CH2:9][O:10][c:11]1[cH:12][cH:13][c:14]([Cl:17])[cH:15][cH:16]1.